From a dataset of the Open Reaction Database (ORD), a public repository of structured organic reaction records. describe an organic reaction: reactants, conditions, products, and yield Starting materials: C(C1=CC=CC=C1)=O.O1CCOC12CCN(CC2)C2=CC=C(C=O)C=C2 (4-(1,4-dioxa-8-aza-spiro[4.5]dec-8-yl)-benzaldehyde benzaldehyde), S1C(NC(C1)=O)=O (2,4-thiazolidinedione), N1CCCCC1 (piperidine). The solvent is C(C)O (ethanol). The product is O1CCOC12CCN(CC2)C2=CC=C(C=C1C(NC(S1)=O)=O)C=C2 (5-[4-(1,4-Dioxa-8-aza-spiro[4.5]dec-8-yl)-benzylidene]-thiazolidine-2,4-dione). Isolated yield 98.6%. Reaction SMILES: C(=O)C1C=CC=CC=1.[O:9]1[C:13]2([CH2:18][CH2:17][N:16]([C:19]3[CH:26]=[CH:25][C:22]([CH:23]=O)=[CH:21][CH:20]=3)[CH2:15][CH2:14]2)[O:12][CH2:11][CH2:10]1.[S:27]1[CH2:31][C:30](=[O:32])[NH:29][C:28]1=[O:33].N1CCCCC1>C(O)C>[O:9]1[C:13]2([CH2:18][CH2:17][N:16]([C:19]3[CH:26]=[CH:25][C:22]([CH:23]=[C:31]4[S:27][C:28](=[O:33])[NH:29][C:30]4=[O:32])=[CH:21][CH:20]=3)[CH2:15][CH2:14]2)[O:12][CH2:11][CH2:10]1 |f:0.1|. Reported procedure: A mixture of 4-(1,4-dioxa-8-aza-spiro[4.5]dec-8-yl)-benzaldehyde benzaldehyde (Taylor, E. C., Skotnicki, J. S. Synthesis, 1981, 606) (15 g, 60 mol), 2,4-thiazolidinedione (7.0 g, 60 mmol), and piperidine (8.0 mL, 81.2 mmol) in 450 mL of ethanol was refluxed for 6 hours. The solid which was formed on cooling the solution was collected to give the title compound as an orange solid (20.5 g, 99%); 1H NMR (300 MHz, DMSO-d6) δ 1.67 (t, J=5.6 Hz, 4H), 3.47 (t, J=5.6 Hz, 4H), 3.92 (s, 4H), 7.07 (d, J=9.... Starting materials: O=C([O-])O, CCOC(C)=O, COS(=O)(=O)OC, CCCCCC, [Na+], O, Oc1ccc2nc(S)oc2c1. The product is CSc1nc2ccc(O)cc2o1. Reaction SMILES: [C:12](=[O:13])([OH:14])[O-:15].[C:30]([O:31][CH2:32][CH3:33])(=[O:34])[CH3:35].[CH3:17][O:18][S:19]([O:20][CH3:21])(=[O:22])=[O:23].[CH3:24][CH2:25][CH2:26][CH2:27][CH2:28][CH3:29].[Na+:16].[OH2:36].[OH:1][c:2]1[cH:3][c:4]2[c:5]([n:6][c:7]([SH:9])[o:8]2)[cH:10][cH:11]1>>[OH:1][c:2]1[cH:3][c:4]2[c:5]([n:6][c:7]([S:9][CH3:12])[o:8]2)[cH:10][cH:11]1. Starting materials: C(C)O (ethanol), BrC(C)C (2-bromopropane), C([O-])([O-])=O.[K+].[K+] (potassium carbonate), BrC=1C=C(C=CC1)O (3-bromophenol), solvent. Run in O (water), O (Water). Conditions: temperature 78 celsius. Product: BrC=1C=C(C=CC1)OC(C)C (3-bromo-isopropoxybenzene). Yield: 89.8%. RXN SMILES: C(O)C.C(=O)([O-])[O-].[K+].[K+].[Br:10][C:11]1[CH:12]=[C:13]([OH:17])[CH:14]=[CH:15][CH:16]=1.Br[CH:19]([CH3:21])[CH3:20]>O>[Br:10][C:11]1[CH:12]=[C:13]([O:17][CH:19]([CH3:21])[CH3:20])[CH:14]=[CH:15][CH:16]=1 |f:1.2.3|. Procedure details: The following reagents were combined sequentially: anhydrous ethanol (880 ml), potassium carbonate (448.0 g), 3-bromophenol (386.7 g), 2-bromopropane (400.0 g) and finally water (88 ml). The mixture was heated at reflux (78° C.) for 16 hours. Water (880 ml) was added to the reaction mixture and 900 ml of solvent was removed by distillation at atmospheric pressure during a 4 hour period. Heptane (880 ml) was added to the reaction mixture and later separated. The aqueous layer was extracted with h... The reactants are CN(CCCCN)C(=O)OC(C)(C)C, Cc1cnc(C=O)c(C)c1, ClCCl. Yields the product Cc1cnc(CNCCCCN(C)C(=O)OC(C)(C)C)c(C)c1. As a reaction SMILES: [C:1]([CH3:2])([CH3:3])([CH3:4])[O:5][C:6]([N:7]([CH3:8])[CH2:9][CH2:10][CH2:11][CH2:12][NH2:13])=[O:14].[CH3:15][c:16]1[c:17]([CH:23]=[O:24])[n:18][cH:19][c:20]([CH3:22])[cH:21]1.[Cl:25][CH2:26][Cl:27]>>[C:1]([CH3:2])([CH3:3])([CH3:4])[O:5][C:6]([N:7]([CH3:8])[CH2:9][CH2:10][CH2:11][CH2:12][NH:13][CH2:23][c:17]1[c:16]([CH3:15])[cH:21][c:20]([CH3:22])[cH:19][n:18]1)=[O:14]. Starting materials: CC(=O)O, Cl, CC1(C)SC2C(NC(=O)COc3ccccc3)C(=O)N2C1C(=O)O, O. The product is CC1(C)C(C(=O)O)N2C(=O)C(NC(=O)COc3ccccc3)C2S1=O. Reaction SMILES: [CH3:1][C:2]([OH:3])=[O:4].[ClH:29].[O:5]([c:6]1[cH:7][cH:8][cH:9][cH:10][cH:11]1)[CH2:12][C:13](=[O:14])[NH:15][CH:16]1[CH:17]2[N:18]([CH:19]([C:24](=[O:25])[OH:26])[C:20]([CH3:22])([CH3:23])[S:21]2)[C:27]1=[O:28].[OH2:30]>>[O:3]=[S:21]1[CH:17]2[CH:16]([NH:15][C:13]([CH2:12][O:5][c:6]3[cH:7][cH:8][cH:9][cH:10][cH:11]3)=[O:14])[C:27](=[O:28])[N:18]2[CH:19]([C:24](=[O:25])[OH:26])[C:20]1([CH3:22])[CH3:23]. Starting materials: FC=1C=C(C=CC1OCCN(C1=NC=CC=C1)C)/C=C/CO ((E)-3-[3-fluoro-4-[2-[N-methyl-N-(2-pyridyl)amino]ethoxy]phenyl]-2-propen-1-ol). The reagents and catalysts are [O-2].[O-2].[Mn+4] (manganese dioxide). The product is FC=1C=C(C=CC=O)C=CC1OCCN(C1=NC=CC=C1)C (3-fluoro-4-[2-[N-methyl-N-(2-pyridyl)amino]ethoxy]cinnamaldehyde). RXN SMILES: [F:1][C:2]1[CH:3]=[C:4](/[CH:19]=[CH:20]/[CH2:21][OH:22])[CH:5]=[CH:6][C:7]=1[O:8][CH2:9][CH2:10][N:11]([CH3:18])[C:12]1[CH:17]=[CH:16][CH:15]=[CH:14][N:13]=1>[O-2].[O-2].[Mn+4]>[F:1][C:2]1[CH:3]=[C:4]([CH:5]=[CH:6][C:7]=1[O:8][CH2:9][CH2:10][N:11]([CH3:18])[C:12]1[CH:17]=[CH:16][CH:15]=[CH:14][N:13]=1)[CH:19]=[CH:20][CH:21]=[O:22] |f:1.2.3|. Procedure details: In substantially the same manner as in Reference Example 35, (E)-3-[3-fluoro-4-[2-[N-methyl-N-(2-pyridyl)amino]ethoxy]phenyl]-2-propen-1-ol was subjected to oxidation reaction with activated manganese dioxide to yield 3-fluoro-4-[2-[N-methyl-N-(2-pyridyl)amino]ethoxy]cinnamaldehyde, which was recrystallized from ethyl acetate-hexane to give colorless needles, m.p.93-94° C. Reported procedure: 7-Chlorobenzo[b]thiophene-2-carboxylic acid (2.5 g, 11.8 mmol) was suspended in quinoline (20 mL) and treated with copper (0.779 g, 13 mmol). The mixture was heated to 190° C. After 1.5 h, the mixture was allowed to cool down to room temperature and diluted with 200 mL of 2 N HCl. The mixture was extracted three times with ethyl acetate. All the organic layers were combined and washed with 1 N HCl, water and brine, then dried with sodium sulfate. Purification was achieved by flash chromatography... Product: ClC1=CC=CC2=C1SC=C2 (7-Chlorobenzo[b]thiophene). RXN SMILES: [Cl:1][C:2]1[C:7]2[S:8][C:9](C(O)=O)=[CH:10][C:6]=2[CH:5]=[CH:4][CH:3]=1>N1C2C(=CC=CC=2)C=CC=1.Cl.[Cu]>[Cl:1][C:2]1[C:7]2[S:8][CH:9]=[CH:10][C:6]=2[CH:5]=[CH:4][CH:3]=1. Reagents/catalysts: [Cu] (copper). Run at temperature 190 celsius, time 1.5 hour. The reactants are ClC1=CC=CC2=C1SC(=C2)C(=O)O (7-Chlorobenzo[b]thiophene-2-carboxylic acid). Solvent: N1=CC=CC2=CC=CC=C12 (quinoline), Cl (HCl).